From a dataset of the Open Reaction Database (ORD), a public repository of structured organic reaction records. describe an organic reaction: reactants, conditions, products, and yield Reactants: COC(=O)c1ccnc(-c2ccc(F)c(C#N)c2)c1, [N-]=[N+]=[N-], [Na+], CN(C)C=O. Product: COC(=O)c1ccnc(-c2ccc(N=[N+]=[N-])c(C#N)c2)c1. Reaction SMILES: [C:1](#[N:2])[c:3]1[cH:4][c:5](-[c:10]2[cH:11][c:12]([C:13](=[O:14])[O:15][CH3:16])[cH:17][cH:18][n:19]2)[cH:6][cH:7][c:8]1[F:9].[N-:21]=[N+:22]=[N-:23].[Na+:20].[O:24]=[CH:25][N:26]([CH3:27])[CH3:28]>>[C:1](#[N:2])[c:3]1[cH:4][c:5](-[c:10]2[cH:11][c:12]([C:13](=[O:14])[O:15][CH3:16])[cH:17][cH:18][n:19]2)[cH:6][cH:7][c:8]1[N:21]=[N+:22]=[N-:23]. The reactants are Br, O=C([O-])O, CC(=O)O, CCCCCC, CCOC(C)=O, CS(C)=O, Cc1c(N)cccc1F, [Na+], [Na+], [OH-]. The product is Cc1c(N)ccc(Br)c1F. As a reaction SMILES: [BrH:10].[C:13](=[O:14])([OH:15])[O-:16].[CH3:18][C:19](=[O:20])[OH:21].[CH3:22][CH2:23][CH2:24][CH2:25][CH2:26][CH3:27].[CH3:28][CH2:29][O:30][C:31](=[O:32])[CH3:33].[CH3:34][S:35](=[O:36])[CH3:37].[F:1][c:2]1[c:3]([CH3:9])[c:4]([NH2:5])[cH:6][cH:7][cH:8]1.[Na+:12].[Na+:17].[OH-:11]>>[F:1][c:2]1[c:3]([CH3:9])[c:4]([NH2:5])[cH:6][cH:7][c:8]1[Br:10]. RXN SMILES: [CH3:1][C:2]([C:5]1[CH:6]=[C:7]([C:22]2[N:26]=[N:25][C:24](=[S:27])[N:23]=2)[CH:8]=[C:9]([C:18]([CH3:21])([CH3:20])[CH3:19])[C:10]=1[O:11]COCCOC)([CH3:4])[CH3:3]>C(Cl)Cl.[Br-].[Zn+2].[Br-]>[CH3:21][C:18]([C:9]1[CH:8]=[C:7]([C:22]2[N:26]=[N:25][C:24](=[S:27])[N:23]=2)[CH:6]=[C:5]([C:2]([CH3:1])([CH3:3])[CH3:4])[C:10]=1[OH:11])([CH3:19])[CH3:20] |f:2.3.4|. The reactants are CC(C)(C)C=1C=C(C=C(C1OCOCCOC)C(C)(C)C)C1=NC(N=N1)=S (5-[3,5-bis(1,1-dimethylethyl)-4-[(2-methoxyethoxy)methoxy]phenyl]-3H-1,2,4-triazole-3-thione). Yields the product CC(C)(C)C=1C=C(C=C(C1O)C(C)(C)C)C1=NC(N=N1)=S (5-[3,5-Bis(1,1-dimethylethyl)-4-hydroxyphenyl]-3H-1,2,4-triazole-3-thione). Procedure: Anhydrous zinc bromide (6.6 g, 0.0292 mole) is added to a suspension of 5-[3,5-bis(1,1-dimethylethyl)-4-[(2-methoxyethoxy)methoxy]phenyl]-3H-1,2,4-triazole-3-thione (2.4 g, 0.0058 mole) in methylene chloride (6.0 m). After 18 hours the mixture is diluted with methylene chloride (30 ml), washed with water (15 ml), saturated aqueous NaHCO3 (15 ml), saturated aqueous NaCl (10 ml), and dried over MgSO4. Filtration and concentration gives a solid which is recrystallized from ethyl acetate/isopropyl e... Run in C(Cl)Cl (methylene chloride), C(Cl)Cl (methylene chloride). Reagents/catalysts: [Br-].[Zn+2].[Br-] (zinc bromide). Reactants: Oc1cc(Br)cc(Br)c1, O=C([O-])[O-], CCOC(=O)CCCOc1cccc(CCCCCCBr)c1CCC(=O)OCC, CN(C)C=O, CC(C)=O, [K+], [K+], O. Product: CCOC(=O)CCCOc1cccc(CCCCCCOc2cc(Br)cc(Br)c2)c1CCC(=O)OCC. RXN SMILES: [Br:30][c:31]1[cH:32][c:33]([OH:38])[cH:34][c:35]([Br:37])[cH:36]1.[C:39](=[O:40])([O-:41])[O-:42].[CH2:1]([CH3:2])[O:3][C:4]([CH2:5][CH2:6][CH2:7][O:8][c:9]1[c:10]([CH2:22][CH2:23][C:24](=[O:25])[O:26][CH2:27][CH3:28])[c:11]([CH2:15][CH2:16][CH2:17][CH2:18][CH2:19][CH2:20][Br:21])[cH:12][cH:13][cH:14]1)=[O:29].[CH3:45][N:46]([CH3:47])[CH:48]=[O:49].[CH3:51][C:52](=[O:53])[CH3:54].[K+:43].[K+:44].[OH2:50]>>[CH2:1]([CH3:2])[O:3][C:4]([CH2:5][CH2:6][CH2:7][O:8][c:9]1[c:10]([CH2:22][CH2:23][C:24](=[O:25])[O:26][CH2:27][CH3:28])[c:11]([CH2:15][CH2:16][CH2:17][CH2:18][CH2:19][CH2:20][O:38][c:33]2[cH:32][c:31]([Br:30])[cH:36][c:35]([Br:37])[cH:34]2)[cH:12][cH:13][cH:14]1)=[O:29]. The reactants are [N+](=O)([O-])C1=C(C=C(C=C1)C1=C(C=CC=C1)Cl)O (4-nitro-2′-chloro[1,1′-biphenyl]-3-ol). Reagents/catalysts: [Pd] (palladium-activated carbon). Run in C(C)O (ethanol). The product is NC1=C(C=C(C=C1)C1=C(C=CC=C1)Cl)O (4-amino-2′-chloro[1,1′-biphenyl]-3-ol). RXN SMILES: [N+:1]([C:4]1[CH:9]=[CH:8][C:7]([C:10]2[CH:15]=[CH:14][CH:13]=[CH:12][C:11]=2[Cl:16])=[CH:6][C:5]=1[OH:17])([O-])=O>C(O)C.[Pd]>[NH2:1][C:4]1[CH:9]=[CH:8][C:7]([C:10]2[CH:15]=[CH:14][CH:13]=[CH:12][C:11]=2[Cl:16])=[CH:6][C:5]=1[OH:17]. Procedure details: 9.9 g (40 mmol) of 4-nitro-2′[1,1′-biphenyl]-3-ol from step A was dissolved in 120 mL of ethanol and hydrogenated in the presence of 0.8 g of a palladium-activated carbon catalyst (10%) at 25° C. After the required amount of hydrogen had been absorbed, the catalyst was filtered off, and the solvent was distilled off in a rotary evaporator. This gave 8.1 g of 4-amino-2′-chloro[1,1′-biphenyl]-3-ol. The reactants are CCCCOC(C)=O, COc1ccc2cc(C(C)=O)ccc2c1Br, C[O-], Cl, [Na+], O. Product: COc1ccc2cc(C(O)=CC(C)=O)ccc2c1Br. As a reaction SMILES: [C:17]([CH3:18])(=[O:19])[O:20][CH2:21][CH2:22][CH2:23][CH3:24].[C:1]([CH3:2])(=[O:3])[c:4]1[cH:5][c:6]2[cH:7][cH:8][c:9]([O:15][CH3:16])[c:10]([Br:14])[c:11]2[cH:12][cH:13]1.[CH3:25][O-:26].[ClH:28].[Na+:27].[OH2:29]>>[C:1](=[CH:2][C:17]([CH3:18])=[O:19])([OH:3])[c:4]1[cH:5][c:6]2[cH:7][cH:8][c:9]([O:15][CH3:16])[c:10]([Br:14])[c:11]2[cH:12][cH:13]1.